From a dataset of the Open Reaction Database (ORD), a public repository of structured organic reaction records. describe an organic reaction: reactants, conditions, products, and yield Reactants: C[C@@H]1N(C[C@H](N(C1)CC1=CC(=CC=2C=COC21)[N+](=O)[O-])C)C(=O)OC(C)(C)C (tert-Butyl trans-2,5-dimethyl-4-[(5-nitro-1-benzofuran-7-yl)methyl]piperazine-1-carboxylate), O.NN (hydrazine hydrate). The reagents and catalysts are [Ni] (Ni). The solvent is C1CCOC1.CCO (THF EtOH). Reaction conditions: time 8 hour. Product: NC=1C=C(C2=C(C=CO2)C1)CN1C[C@@H](N(C[C@H]1C)C(=O)OC(C)(C)C)C (tert-Butyl trans-4-[(5-amino-1-benzofuran-7-yl)methyl]-2,5-dimethylpiperazine-1-carboxylate). The yield is 87.4%. Reaction SMILES: [CH3:1][C@H:2]1[CH2:7][N:6]([CH2:8][C:9]2[C:17]3[O:16][CH:15]=[CH:14][C:13]=3[CH:12]=[C:11]([N+:18]([O-])=O)[CH:10]=2)[C@H:5]([CH3:21])[CH2:4][N:3]1[C:22]([O:24][C:25]([CH3:28])([CH3:27])[CH3:26])=[O:23].O.NN>C1COCC1.CCO.[Ni]>[NH2:18][C:11]1[CH:10]=[C:9]([CH2:8][N:6]2[C@H:5]([CH3:21])[CH2:4][N:3]([C:22]([O:24][C:25]([CH3:26])([CH3:28])[CH3:27])=[O:23])[C@@H:2]([CH3:1])[CH2:7]2)[C:17]2[O:16][CH:15]=[CH:14][C:13]=2[CH:12]=1 |f:1.2,3.4|. Procedure: tert-Butyl trans-2,5-dimethyl-4-[(5-nitro-1-benzofuran-7-yl)methyl]piperazine-1-carboxylate (0.14 g, 0.35 mmol; obtained in Step 2) was dissolved in THF/EtOH (4:1; 5 mL). Excess Raney-Ni (slurry in EtOH) was added followed by hydrazine hydrate (0.07 g, 1.39 mmol). The reaction mixture was stirred overnight at ambient temperature. After filtration and evaporation of solvent, a crude oil (0.11 g, 87%) was obtained that was used in the next step without further purification. HPLC 86% RT=1.15 min (S... The reactants are C1(=CC=CC=C1)P(C1=CC=CC=C1)C1=CC=CC=C1 (triphenylphosphine), CCOC(=O)/N=N/C(=O)OCC.C1(=CC=CC=C1)C (DEAD toluene), OCCCN1CCN(CC1)C (1-(3-hydroxypropyl)-4-methylpiperazine), OC1=C2CNC(C2=C(C=C1)C=1N(C2=CC=C(C=C2C1)CN1CCCCC1)C(=O)OC(C)(C)C)=O (4-hydroxy-7-[1-(tert-butoxycarbonyl)-5-(piperidinomethyl)indol-2-yl]isoindolinone). Solvent: C1CCOC1 (THF). The product is CN1CCN(CC1)CCCOC1=C2CNC(C2=C(C=C1)C=1N(C2=CC=C(C=C2C1)CN1CCCCC1)C(=O)OC(C)(C)C)=O (4-[3-(4-methylpiperazin-1-yl)propoxy]-7-[1-(tert-butoxycarbonyl)-5-(piperidinomethyl)indol-2-yl]isoindolinone). Isolated yield 57.9%. As a reaction SMILES: [OH:1][C:2]1[CH:10]=[CH:9][C:8]([C:11]2[N:12]([C:27]([O:29][C:30]([CH3:33])([CH3:32])[CH3:31])=[O:28])[C:13]3[C:18]([CH:19]=2)=[CH:17][C:16]([CH2:20][N:21]2[CH2:26][CH2:25][CH2:24][CH2:23][CH2:22]2)=[CH:15][CH:14]=3)=[C:7]2[C:3]=1[CH2:4][NH:5][C:6]2=[O:34].C1(P(C2C=CC=CC=2)C2C=CC=CC=2)C=CC=CC=1.CCOC(/N=N/C(OCC)=O)=O.C1(C)C=CC=CC=1.O[CH2:74][CH2:75][CH2:76][N:77]1[CH2:82][CH2:81][N:80]([CH3:83])[CH2:79][CH2:78]1>C1COCC1>[CH3:83][N:80]1[CH2:81][CH2:82][N:77]([CH2:76][CH2:75][CH2:74][O:1][C:2]2[CH:10]=[CH:9][C:8]([C:11]3[N:12]([C:27]([O:29][C:30]([CH3:31])([CH3:33])[CH3:32])=[O:28])[C:13]4[C:18]([CH:19]=3)=[CH:17][C:16]([CH2:20][N:21]3[CH2:26][CH2:25][CH2:24][CH2:23][CH2:22]3)=[CH:15][CH:14]=4)=[C:7]3[C:3]=2[CH2:4][NH:5][C:6]3=[O:34])[CH2:78][CH2:79]1 |f:2.3|. Reported procedure: In a similar manner to Step 1 of Example 149, 4-hydroxy-7-[1-(tert-butoxycarbonyl)-5-(piperidinomethyl)indol-2-yl]isoindolinone (0.0817 g, 0.177 mmol) was dissolved in THF (4.0 mL), and the solution was treated with triphenylphosphine (0.0930 g, 0.354 mmol), 40% DEAD-toluene solution (0.161 mL, 0.354 mmol) and 1-(3-hydroxypropyl)-4-methylpiperazine (0.140 g, 0.855 mmol), followed by purification by flash column chromatography (chloroform/methanol=7/3) to obtain 4-[3-(4-methylpiperazin-1-yl)propo... Starting materials: O=[N+]([O-])c1ccc(Br)nc1, [Cu]I, Cl[Pd]Cl, C#C[Si](C)(C)C, c1ccc(P(c2ccccc2)c2ccccc2)cc1, c1ccc(P(c2ccccc2)c2ccccc2)cc1. Product: C[Si](C)(C)C#Cc1ccc([N+](=O)[O-])cn1. RXN SMILES: [Br:1][c:2]1[n:3][cH:4][c:5]([N+:8](=[O:9])[O-:10])[cH:6][cH:7]1.[Cu:17][I:18].[Pd:19]([Cl:20])[Cl:21].[Si:11]([CH3:12])([CH3:13])([CH3:14])[C:15]#[CH:16].[c:22]1([P:23]([c:24]2[cH:25][cH:26][cH:27][cH:28][cH:29]2)[c:30]2[cH:31][cH:32][cH:33][cH:34][cH:35]2)[cH:36][cH:37][cH:38][cH:39][cH:40]1.[c:41]1([P:42]([c:43]2[cH:44][cH:45][cH:46][cH:47][cH:48]2)[c:49]2[cH:50][cH:51][cH:52][cH:53][cH:54]2)[cH:55][cH:56][cH:57][cH:58][cH:59]1>>[c:2]1([C:16]#[C:15][Si:11]([CH3:12])([CH3:13])[CH3:14])[n:3][cH:4][c:5]([N+:8](=[O:9])[O-:10])[cH:6][cH:7]1. Reaction SMILES: [Cl:1][C:2]1[N:3]=[CH:4][NH:5][C:6]=1[Cl:7].[OH-].[K+].[Br:10][CH2:11][CH2:12][CH2:13][CH2:14][CH2:15][CH2:16][CH2:17][CH2:18][CH2:19][CH2:20][CH3:21].Cl.ClC[C:25]1[CH:34]=[CH:33][C:32]2[C:27](=[CH:28][CH:29]=CC=2)N=1>C(#N)C>[CH2:11]([N:5]1[C:6]2[C:32](=[CH:27][CH:28]=[CH:29][CH:2]=2)[CH:33]=[C:34]([CH3:25])[CH2:4]1)[CH2:12][CH2:13][CH2:14][CH2:15][CH2:16][CH2:17][CH2:18][CH2:19][CH2:20][CH3:21].[Br-:10].[Cl:1][C:2]1[NH:3][CH:4]=[NH+:5][C:6]=1[Cl:7] |f:1.2,4.5,7.8.9|. Product: C(CCCCCCCCCC)N1CC(=CC2=CC=CC=C12)C.[Br-].ClC=1NC=[NH+]C1Cl (1-undecyl-3-methylquinoline 4,5-dichloroimidazolium bromide). The reactants are ClC=1N=CNC1Cl (4,5-Dichloroimidazole), [OH-].[K+] (Potassium hydroxide), BrCCCCCCCCCCC (1-bromoundecane), Cl.ClCC1=NC2=CC=CC=C2C=C1 (2-chloromethylquinoline hydrochloride). Procedure: 4,5-Dichloroimidazole (1.23 g, 9 mmol) will be dissolved into acetonitrile. Potassium hydroxide (0.61 g, 9.9 mmol) will be added and the mixture will be allowed to stir for 0.5 h. 1-bromoundecane (9 mmol) will be added and the solution will be allowed to reflux overnight. The solution will be filtered hot to remove a white precipitate (presumed to be KBr). 2-chloromethylquinoline hydrochloride (9 mmol) will be dissolved into acetonitrile along with an equivalent of base. This mixture will be add... Run in C(C)#N (acetonitrile), C(C)#N (acetonitrile). Run at time 0.5 hour. The reactants are CN(CCC1CC2=C(C(C3=C1C=CC=C3)(O)C)C=CC=C2)C (10-(2-dimethylaminoethyl)-10,11-dihydro-5-methyl-5H-dibenzo[a,d]cyclohepten-5-ol), S(O)(O)(=O)=O (sulfuric acid), [OH-].[K+] (potassium hydroxide). Solvent: C(Cl)Cl (methylene chloride). The product is CN(CCC1CC2=C(C(C3=C1C=CC=C3)=C)C=CC=C2)C (10-(2-dimethylaminoethyl)-10,11-dihydro-5-methylene-5H-dibenzo[a,d]cycloheptene). As a reaction SMILES: [CH3:1][N:2]([CH3:22])[CH2:3][CH2:4][CH:5]1[C:11]2[CH:12]=[CH:13][CH:14]=[CH:15][C:10]=2[C:9]([CH3:17])(O)[C:8]2[CH:18]=[CH:19][CH:20]=[CH:21][C:7]=2[CH2:6]1.S(=O)(=O)(O)O.[OH-].[K+]>C(Cl)Cl>[CH3:22][N:2]([CH3:1])[CH2:3][CH2:4][CH:5]1[C:11]2[CH:12]=[CH:13][CH:14]=[CH:15][C:10]=2[C:9](=[CH2:17])[C:8]2[CH:18]=[CH:19][CH:20]=[CH:21][C:7]=2[CH2:6]1 |f:2.3|. Procedure: A mixture of 8 g. (0.027 mole) of 10-(2-dimethylaminoethyl)-10,11-dihydro-5-methyl-5H-dibenzo[a,d]cyclohepten-5-ol and 250 ml. 2M-sulfuric acid is refluxed for 2 hours. The mixture is cooled in ice and made basic by the addition of solid potassium hydroxide. The mixture is extraced with methylene chloride. The methylene chloride is washed with water, dried over anhydrous magnesium sulfate and evapored in vacuo. The oily residue is distilled at 140° C/0.5 mm and the distillate is dissolved in eth... Starting materials: C(CC)C1=C(C=CC(=C1)Br)S(=O)(=O)Cl (2-propyl-4-bromophenylsulfonyl chloride), ClC1=CC=C2C(=CC=NC2=C1)NC1=CC=C(C=C1)S(=O)(=O)N1CCNCC1 ([[4-[(7-chloro-4-quinolinyl)amino]phenyl]sulfonyl]piperazine), [4-[(7-trifluoromethyl-4-quinolinyl]amino]sulfonyl] -piperazine. Yields the product C(CC)C1=C(C=CC(=C1)Br)S(=O)(=O)N1CCN(CC1)S(=O)(=O)C1=CC=C(C=C1)NC1=CC=NC2=CC(=CC=C12)Cl (1-[(2-propyl-4-bromophenyl)sulfonyl]-4 -[[4-[[7-chloro-4-quinolinyl]amino]phenyl]sulfonyl]-piperazine). As a reaction SMILES: [CH2:1]([C:4]1[CH:9]=[C:8]([Br:10])[CH:7]=[CH:6][C:5]=1[S:11](Cl)(=[O:13])=[O:12])[CH2:2][CH3:3].[Cl:15][C:16]1[CH:25]=[C:24]2[C:19]([C:20]([NH:26][C:27]3[CH:32]=[CH:31][C:30]([S:33]([N:36]4[CH2:41][CH2:40][NH:39][CH2:38][CH2:37]4)(=[O:35])=[O:34])=[CH:29][CH:28]=3)=[CH:21][CH:22]=[N:23]2)=[CH:18][CH:17]=1>>[CH2:1]([C:4]1[CH:9]=[C:8]([Br:10])[CH:7]=[CH:6][C:5]=1[S:11]([N:39]1[CH2:40][CH2:41][N:36]([S:33]([C:30]2[CH:31]=[CH:32][C:27]([NH:26][C:20]3[C:19]4[C:24](=[CH:25][C:16]([Cl:15])=[CH:17][CH:18]=4)[N:23]=[CH:22][CH:21]=3)=[CH:28][CH:29]=2)(=[O:34])=[O:35])[CH2:37][CH2:38]1)(=[O:13])=[O:12])[CH2:2][CH3:3]. Procedure: In the manner given in Example 13 but using 2-propyl-4-bromophenylsulfonyl chloride in place of sulfamoyl chloride and [[4-[(7-chloro-4-quinolinyl)amino]phenyl]sulfonyl]piperazine in place of [[4-[(7-trifluoromethyl-4-quinolinyl]amino]sulfonyl] -piperazine, 1-[(2-propyl-4-bromophenyl)sulfonyl]-4 -[[4-[[7-chloro-4-quinolinyl]amino]phenyl]sulfonyl]-piperazine is obtained.